This data is from the Open Reaction Database (ORD), a public repository of structured organic reaction records. The task is: describe an organic reaction: reactants, conditions, products, and yield As a reaction SMILES: [Cl:1][C:2]1[C:7]2[C:8](=[O:25])[N:9]3[CH2:24][CH2:23][C@H:10]3[C:11]3[N:12]([CH:13]=[N:14][C:15]=3[C:16]3[N:20]=[C:19]([CH2:21]Cl)[O:18][N:17]=3)[C:6]=2[CH:5]=[CH:4][CH:3]=1.[CH:26]1([NH:32][CH:33]2[CH2:38][CH2:37][CH2:36][CH2:35][CH2:34]2)[CH2:31][CH2:30][CH2:29][CH2:28][CH2:27]1>CN(C)C=O>[Cl:1][C:2]1[C:7]2[C:8](=[O:25])[N:9]3[CH2:24][CH2:23][C@H:10]3[C:11]3[N:12]([CH:13]=[N:14][C:15]=3[C:16]3[N:20]=[C:19]([CH2:21][N:32]([CH:33]4[CH2:34][CH2:35][CH2:36][CH2:37][CH2:38]4)[CH:26]4[CH2:31][CH2:30][CH2:29][CH2:28][CH2:27]4)[O:18][N:17]=3)[C:6]=2[CH:5]=[CH:4][CH:3]=1. The solvent is CN(C=O)C (N,N-dimethylformamide). Yields the product ClC1=CC=CC2=C1C(N1[C@H](C=3N2C=NC3C3=NOC(=N3)CN(C3CCCCC3)C3CCCCC3)CC1)=O ((S)-8-chloro-1-(5-dicyclohexylaminomethyl-1,2,4-oxadiazol-3-yl)-12,12a-dihydro-9H,11H-azeto[2,1-c]imidazo[1,5-a][1,4]benzodiazepin-9-one). Isolated yield 51.2%. Procedure details: 1.13 g (3 mmol) of (S)-8-chloro-1-(5-chloromethyl-1,2,4-oxadiazol-3-yl)-12,12a-dihydro-9H,11H-azeto[2,1-c]imidazo[1,5-a][1,4]benzodiazepine-9-one were stirred at 65° overnight with 5 ml (25 mmol) of dicyclohexylamine and 7 ml of N,N-dimethylformamide. By evaporation of the reaction mixture and chromatography of the residue on silica gel while eluting with ethyl acetate there was obtained 0.8 g (51%) of (S)-8-chloro-1-(5-dicyclohexylaminomethyl-1,2,4-oxadiazol-3-yl)-12,12a-dihydro-9H,11H-azeto[2,... Starting materials: ClC1=CC=CC2=C1C(N1[C@H](C=3N2C=NC3C3=NOC(=N3)CCl)CC1)=O ((S)-8-chloro-1-(5-chloromethyl-1,2,4-oxadiazol-3-yl)-12,12a-dihydro-9H,11H-azeto[2,1-c]imidazo[1,5-a][1,4]benzodiazepine-9-one), C1(CCCCC1)NC1CCCCC1 (dicyclohexylamine).